From a dataset of the Open Reaction Database (ORD), a public repository of structured organic reaction records. describe an organic reaction: reactants, conditions, products, and yield Reactants: O=C(N=C=S)c1ccccc1, O=C([O-])[O-], Cc1ncc(-c2ccc(N)cc2)o1, [K+], [K+], C1CCOC1, O. Yields the product Cc1ncc(-c2ccc(NC(N)=S)cc2)o1. RXN SMILES: [C:14](=[O:15])([c:16]1[cH:17][cH:18][cH:19][cH:20][cH:21]1)[N:22]=[C:23]=[S:24].[C:25](=[O:26])([O-:27])[O-:28].[CH3:1][c:2]1[o:3][c:4](-[c:7]2[cH:8][cH:9][c:10]([NH2:13])[cH:11][cH:12]2)[cH:5][n:6]1.[K+:29].[K+:30].[O:31]1[CH2:32][CH2:33][CH2:34][CH2:35]1.[OH2:36]>>[CH3:1][c:2]1[o:3][c:4](-[c:7]2[cH:8][cH:9][c:10]([NH:13][C:23]([NH2:22])=[S:24])[cH:11][cH:12]2)[cH:5][n:6]1. Product: C=CCOc1ccc(C(=O)CCc2nc(-c3ccc(Cl)cc3Cl)oc2C(C)C)cc1. As a reaction SMILES: [C:28](=[O:29])([O-:30])[O-:31].[CH2:34]([CH:35]=[CH2:36])[Br:37].[CH3:39][C:40](=[O:41])[CH3:42].[Cl:1][c:2]1[c:3](-[c:9]2[o:10][c:11]([CH:25]([CH3:26])[CH3:27])[c:12]([CH2:14][CH2:15][C:16](=[O:17])[c:18]3[cH:19][cH:20][c:21]([OH:24])[cH:22][cH:23]3)[n:13]2)[cH:4][cH:5][c:6]([Cl:8])[cH:7]1.[K+:32].[K+:33].[OH2:38]>>[Cl:1][c:2]1[c:3](-[c:9]2[o:10][c:11]([CH:25]([CH3:26])[CH3:27])[c:12]([CH2:14][CH2:15][C:16](=[O:17])[c:18]3[cH:19][cH:20][c:21]([O:24][CH2:36][CH:35]=[CH2:34])[cH:22][cH:23]3)[n:13]2)[cH:4][cH:5][c:6]([Cl:8])[cH:7]1. Starting materials: O=C([O-])[O-], C=CCBr, CC(C)=O, CC(C)c1oc(-c2ccc(Cl)cc2Cl)nc1CCC(=O)c1ccc(O)cc1, [K+], [K+], O. Starting materials: COc1cc(C(C)NC(C)=O)ccc1OC(C)=O, O=C1CCC(=O)N1Cl, [Na+], [Na+], CN(C)C=O, O=S([O-])([O-])=S. Product: COc1cc(C(C)NC(C)=O)c(Cl)cc1OC(C)=O. RXN SMILES: [C:9]([CH3:10])(=[O:11])[O:12][c:13]1[c:14]([O:25][CH3:26])[cH:15][c:16]([CH:19]([CH3:20])[NH:21][C:22]([CH3:23])=[O:24])[cH:17][cH:18]1.[Cl:1][N:2]1[C:3](=[O:4])[CH2:5][CH2:6][C:7]1=[O:8].[Na+:32].[Na+:33].[O:34]=[CH:35][N:36]([CH3:37])[CH3:38].[S:27]([O-:28])([O-:29])(=[O:30])=[S:31]>>[Cl:1][c:17]1[c:16]([CH:19]([CH3:20])[NH:21][C:22]([CH3:23])=[O:24])[cH:15][c:14]([O:25][CH3:26])[c:13]([O:12][C:9]([CH3:10])=[O:11])[cH:18]1. The reactants are Cc1cc(OC(C)C)c(Nc2ncc(C)c(Nc3ccccc3S(=O)(=O)C(C)C)n2)cc1Br, C#C[Si](C)(C)C, N#Cc1ccccc1, N#Cc1ccccc1, C1COCCO1, CCN(C(C)C)C(C)C, Cl[Pd]Cl, [Cu]I. Product: Cc1cc(OC(C)C)c(Nc2ncc(C)c(Nc3ccccc3S(=O)(=O)C(C)C)n2)cc1C#C[Si](C)(C)C. Reaction SMILES: [Br:1][c:2]1[c:3]([CH3:33])[cH:4][c:5]([O:29][CH:30]([CH3:31])[CH3:32])[c:6]([NH:8][c:9]2[n:10][cH:11][c:12]([CH3:28])[c:13]([NH:15][c:16]3[c:17]([S:22](=[O:23])(=[O:24])[CH:25]([CH3:26])[CH3:27])[cH:18][cH:19][cH:20][cH:21]3)[n:14]2)[cH:7]1.[C:34](#[CH:35])[Si:36]([CH3:37])([CH3:38])[CH3:39].[C:58]([c:59]1[cH:60][cH:61][cH:62][cH:63][cH:64]1)#[N:65].[C:66]([c:67]1[cH:68][cH:69][cH:70][cH:71][cH:72]1)#[N:73].[CH2:49]1[O:50][CH2:51][CH2:52][O:53][CH2:54]1.[CH:40]([N:41]([CH2:42][CH3:43])[CH:44]([CH3:45])[CH3:46])([CH3:47])[CH3:48].[Cl:55][Pd:56][Cl:57].[Cu:74][I:75]>>[c:2]1([C:35]#[C:34][Si:36]([CH3:37])([CH3:38])[CH3:39])[c:3]([CH3:33])[cH:4][c:5]([O:29][CH:30]([CH3:31])[CH3:32])[c:6]([NH:8][c:9]2[n:10][cH:11][c:12]([CH3:28])[c:13]([NH:15][c:16]3[c:17]([S:22](=[O:23])(=[O:24])[CH:25]([CH3:26])[CH3:27])[cH:18][cH:19][cH:20][cH:21]3)[n:14]2)[cH:7]1. The reactants are CC(C)(C)c1cc(C=C2SCNC2=O)cc(C(C)(C)C)c1O, Cc1ccccc1, O=C=NS(=O)(=O)Cl. Yields the product CC(C)(C)c1cc(C=C2SCN(C(N)=O)C2=O)cc(C(C)(C)C)c1O. RXN SMILES: [C:1]([CH3:2])([CH3:3])([CH3:4])[c:5]1[cH:6][c:7]([CH:8]=[C:9]2[C:10](=[O:14])[NH:11][CH2:12][S:13]2)[cH:15][c:16]([C:19]([CH3:20])([CH3:21])[CH3:22])[c:17]1[OH:18].[CH3:30][c:31]1[cH:32][cH:33][cH:34][cH:35][cH:36]1.[Cl:23][S:24](=[O:25])(=[O:26])[N:27]=[C:28]=[O:29]>>[C:1]([CH3:2])([CH3:3])([CH3:4])[c:5]1[cH:6][c:7]([CH:8]=[C:9]2[C:10](=[O:14])[N:11]([C:28]([NH2:27])=[O:29])[CH2:12][S:13]2)[cH:15][c:16]([C:19]([CH3:20])([CH3:21])[CH3:22])[c:17]1[OH:18]. Starting materials: Cc1cc(SCCC(=O)O)ccc1Br, ClCCl, O, O=S(=O)(O)O. Product: Cc1c(Br)ccc2c1C(=O)CCS2. As a reaction SMILES: [Br:1][c:2]1[c:3]([CH3:14])[cH:4][c:5]([S:8][CH2:9][CH2:10][C:11](=[O:12])[OH:13])[cH:6][cH:7]1.[Cl:15][CH2:16][Cl:17].[OH2:23].[S:18](=[O:19])(=[O:20])([OH:21])[OH:22]>>[Br:1][c:2]1[c:3]([CH3:14])[c:4]2[c:5]([cH:6][cH:7]1)[S:8][CH2:9][CH2:10][C:11]2=[O:13]. Reactants: Br, COCCN, CCN(C(C)C)C(C)C, ClCCl, Nc1ncc(Br)cc1CBr. The product is COCCNCc1cc(Br)cnc1N. As a reaction SMILES: [BrH:6].[CH3:1][O:2][CH2:3][CH2:4][NH2:5].[CH:17]([N:18]([CH2:19][CH3:20])[CH:21]([CH3:22])[CH3:23])([CH3:24])[CH3:25].[Cl:26][CH2:27][Cl:28].[NH2:7][c:8]1[n:9][cH:10][c:11]([Br:16])[cH:12][c:13]1[CH2:14][Br:15]>>[CH3:1][O:2][CH2:3][CH2:4][NH:5][CH2:14][c:13]1[c:8]([NH2:7])[n:9][cH:10][c:11]([Br:16])[cH:12]1. The reactants are C(C)(=O)NCC(C(CNC(C)=O)C1=CC=CC=C1)C1=CC=CC=C1 (N,N'-diacetyl-2,3-diphenyl-1,4-diaminobutane). The solvent is [OH-].[Na+] (sodium hydroxide). Product: NCC(C(CN)C1=CC=CC=C1)C1=CC=CC=C1 (1,4-Diamino-2,3-diphenylbutane). Yield: 99.8%. RXN SMILES: C([NH:4][CH2:5][CH:6]([C:19]1[CH:24]=[CH:23][CH:22]=[CH:21][CH:20]=1)[CH:7]([C:13]1[CH:18]=[CH:17][CH:16]=[CH:15][CH:14]=1)[CH2:8][NH:9]C(=O)C)(=O)C>[OH-].[Na+]>[NH2:4][CH2:5][CH:6]([C:19]1[CH:24]=[CH:23][CH:22]=[CH:21][CH:20]=1)[CH:7]([C:13]1[CH:14]=[CH:15][CH:16]=[CH:17][CH:18]=1)[CH2:8][NH2:9] |f:1.2|. Procedure details: 385.7 g (1.19 mols) of N,N'-diacetyl-2,3-diphenyl-1,4-diaminobutane in 715 ml of 5 N sodium hydroxide solution are heated to 200° C. in an autoclave for 16 hours. After cooling, the mixture is extracted with 1,800 ml of chloroform. Further extraction with 2 times 200 ml of chloroform and concentration of the extracts gives 285.4 g of crude product, which is recrystallised from 2.6 l of benzene. Yield: 258.5 g of 1,4-diamino-2,3-diphenylbutane; melting point: 144°-145° C. A further 15.1 g of subs... Starting materials: [OH-].[Na+] (NaOH), C(C)O (ethanol), ClC=1C=C2C(CCOC2=CC1OC1=CC=C(C=C1)C(NC1=NC(=CC=C1)C1=CC=C(C=C1)Cl)=O)C(=O)OCC (Ethyl 6-chloro-7-(4-(6-(4-chlorophenyl)pyridin-2-ylcarbamoyl)phenoxy)chroman-4-carboxylate). Solvent: C(C)(=O)OCC (ethyl acetate), Cl (HCl), C1CCOC1 (THF). Reaction conditions: time 4 hour. Product: ClC=1C=C2C(CCOC2=CC1OC1=CC=C(C=C1)C(NC1=NC(=CC=C1)C1=CC=C(C=C1)Cl)=O)C(=O)O (6-chloro-7-(4-(6-(4-chlorophenyl)pyridin-2-ylcarbamoyl)phenoxy)chroman-4-carboxylic acid). Isolated yield 94.4%. Reaction SMILES: [Cl:1][C:2]1[CH:3]=[C:4]2[C:9](=[CH:10][C:11]=1[O:12][C:13]1[CH:18]=[CH:17][C:16]([C:19](=[O:34])[NH:20][C:21]3[CH:26]=[CH:25][CH:24]=[C:23]([C:27]4[CH:32]=[CH:31][C:30]([Cl:33])=[CH:29][CH:28]=4)[N:22]=3)=[CH:15][CH:14]=1)[O:8][CH2:7][CH2:6][CH:5]2[C:35]([O:37]CC)=[O:36].[OH-].[Na+].C(O)C>C1COCC1.C(OCC)(=O)C.Cl>[Cl:1][C:2]1[CH:3]=[C:4]2[C:9](=[CH:10][C:11]=1[O:12][C:13]1[CH:14]=[CH:15][C:16]([C:19](=[O:34])[NH:20][C:21]3[CH:26]=[CH:25][CH:24]=[C:23]([C:27]4[CH:32]=[CH:31][C:30]([Cl:33])=[CH:29][CH:28]=4)[N:22]=3)=[CH:17][CH:18]=1)[O:8][CH2:7][CH2:6][CH:5]2[C:35]([OH:37])=[O:36] |f:1.2|. Procedure details: Ethyl 6-chloro-7-(4-(6-(4-chlorophenyl)pyridin-2-ylcarbamoyl)phenoxy)chroman-4-carboxylate (50 mg, 0.089 mmol) was diluted with THF (1 mL) followed by the addition of 1 N aq. NaOH (444 μL, 0.44 mmol) and ethanol (500 μL). After stirring for 4 hours, the reaction was diluted with ethyl acetate and 1N aq. HCl. The layers were separated and the organic layer was dried over MgSO4, filtered and concentrated to yield 6-chloro-7-(4-(6-(4-chlorophenyl)pyridin-2-ylcarbamoyl)phenoxy)chroman-4-carboxylic a... The reactants are C(C=C)OC(=O)N1[C@@H](C[C@@H](C1)SC(C1=CC=CC=C1)(C1=CC=CC=C1)C1=CC=CC=C1)CI ((2S,4S)-N-allyloxycarbonyl-2-iodomethyl-4-tritylthiopyrrolidine), C(C)(=O)OCC (ethyl acetate), C(C)(C)[N-]C(C)C.[Li+] (Lithium diisopropylamide), [Si](C)(C)(C(C)(C)C)N1C(CCC1)=O (N-tert-butyldimethylsilyl-2-oxopyrrolidine). The solvent is O1CCCC1 (tetrahydrofuran), O1CCCC1 (tetrahydrofuran). Reaction conditions: time 15 minute. Yields the product C(C=C)OC(=O)N1[C@@H](C[C@@H](C1)SC(C1=CC=CC=C1)(C1=CC=CC=C1)C1=CC=CC=C1)CC1C(NCC1)=O ((2R,4S)-N-allyloxycarbonyl-2-(2-oxopyrrolidin-3-ylmethyl)-4-tritylthiopyrrolidine). The yield is 37.1%. RXN SMILES: C([N-]C(C)C)(C)C.[Li+].[Si]([N:16]1[CH2:20][CH2:19][CH2:18][C:17]1=[O:21])(C(C)(C)C)(C)C.[CH2:22]([O:25][C:26]([N:28]1[CH2:32][C@@H:31]([S:33][C:34]([C:47]2[CH:52]=[CH:51][CH:50]=[CH:49][CH:48]=2)([C:41]2[CH:46]=[CH:45][CH:44]=[CH:43][CH:42]=2)[C:35]2[CH:40]=[CH:39][CH:38]=[CH:37][CH:36]=2)[CH2:30][C@H:29]1[CH2:53]I)=[O:27])[CH:23]=[CH2:24].C(OCC)(=O)C>O1CCCC1>[CH2:22]([O:25][C:26]([N:28]1[CH2:32][C@@H:31]([S:33][C:34]([C:47]2[CH:52]=[CH:51][CH:50]=[CH:49][CH:48]=2)([C:41]2[CH:42]=[CH:43][CH:44]=[CH:45][CH:46]=2)[C:35]2[CH:40]=[CH:39][CH:38]=[CH:37][CH:36]=2)[CH2:30][C@H:29]1[CH2:53][CH:18]1[CH2:19][CH2:20][NH:16][C:17]1=[O:21])=[O:27])[CH:23]=[CH2:24] |f:0.1|. Procedure: Lithium diisopropylamide (2.1M tetrahydrofuran solution, 6.45 ml, 13.5 mmol) was dropwise added to a solution of N-tert-butyldimethylsilyl-2-oxopyrrolidine (1.80 g, 9.03 mmol) in tetrahydrofuran (150 ml) at -78° C., and the mixture was stirred at the same temperature for 15 minutes. Then, a solution of (2S,4S)-N-allyloxycarbonyl-2-iodomethyl-4-tritylthiopyrrolidine (2.57 g, 4.5 mmol) in tetrahydrofuran (18 ml) was dropwise added thereto, and the mixture was stirred at the same temperature for 1 ...